Dataset: the Open Reaction Database (ORD), a public repository of structured organic reaction records. Task: describe an organic reaction: reactants, conditions, products, and yield Reactants: C(C)(C)(C)OC(=O)N1CCN(CC1)C1=CC=C2CCN(C(C2=C1)=O)CC(=O)O ([7-(4-t-Butoxycarbonylpiperazin-1-yl)-3,4-dihydro-1(1H)-isoquinolinone-2-yl]acetic acid), Cl.Cl.N[C@@H](CC(=O)OCC)C=1C=NC=CC1 (ethyl 3-amino-3(S)-(3-pyridyl)propionate dihydrochloride), C(CCl)Cl (EDC), C=1C=CC2=C(C1)N=NN2O (HOBT), CN1CCOCC1 (4-methylmorpholine), [Li+].[OH-] (LiOH). Run in CO (MeOH), CCOC(=O)C (EtOAc), CN(C)C=O (DMF), CCOC(=O)C (EtOAc), O (water). Product: C(C)OC(C[C@H](NC(CN1C(C2=CC(=CC=C2CC1)N1CCN(CC1)C(=O)OC(C)(C)C)=O)=O)C=1C=NC=CC1)=O (N-{[7-(4-t-Butoxycarbonylpiperazin-1-yl)-3,4-dihydro-1(1H)-isoquinolinone-2-yl]acetyl}-3(S)-(3-pyridyl)-β-alanine ethyl ester). As a reaction SMILES: [C:1]([O:5][C:6]([N:8]1[CH2:13][CH2:12][N:11]([C:14]2[CH:23]=[C:22]3[C:17]([CH2:18][CH2:19][N:20]([CH2:25][C:26](O)=[O:27])[C:21]3=[O:24])=[CH:16][CH:15]=2)[CH2:10][CH2:9]1)=[O:7])([CH3:4])([CH3:3])[CH3:2].Cl.Cl.[NH2:31][C@H:32]([C:39]1[CH:40]=[N:41][CH:42]=[CH:43][CH:44]=1)[CH2:33][C:34]([O:36][CH2:37][CH3:38])=[O:35].C(Cl)CCl.C1C=CC2N(O)N=NC=2C=1.CN1CCOCC1.[Li+].[OH-]>CN(C=O)C.CCOC(C)=O.O.CO>[CH2:37]([O:36][C:34](=[O:35])[CH2:33][C@@H:32]([C:39]1[CH:40]=[N:41][CH:42]=[CH:43][CH:44]=1)[NH:31][C:26](=[O:27])[CH2:25][N:20]1[CH2:19][CH2:18][C:17]2[C:22](=[CH:23][C:14]([N:11]3[CH2:10][CH2:9][N:8]([C:6]([O:5][C:1]([CH3:2])([CH3:4])[CH3:3])=[O:7])[CH2:13][CH2:12]3)=[CH:15][CH:16]=2)[C:21]1=[O:24])[CH3:38] |f:1.2.3,7.8|. Procedure: A solution of [7-(4-t-butoxycarbonylpiperazin-1-yl)-3,4-dihydro-1(1H)-isoquinolinone-2-yl]acetic acid (1-5) (195 mg, 0.5 mmol), ethyl 3-amino-3(S)-(3-pyridyl)propionate dihydrochloride (1-6) (Rico et al, J. Org. Chem. 1993, vol. 58, p. 7948; 127 mg, 0.55 mmol), EDC (105 mg, 0.55 mmol), HOBT (74 mg, 0.55 mmol) and 4-methylmorpholine (0.12 mL, 1.1 mmol) in DMF (5 mL) was stirred at room temperature for 16 hours. The mixture was diluted with EtOAc and water and the pH adjusted to ~pH 7 with 1N LiOH... Starting materials: NC1=C(C(=O)OC)C=C(C=C1)C(=O)C1=C(C(=C2C=CC(=CN12)OCC1=CC=CC=C1)OC)C (methyl 2-amino-5-[(6-benzyloxy-1-methoxy-2-methylindolizin-3-yl)carbonyl]benzoate), C(=O)[O-].[NH4+] (ammonium formate), C(C)(C)OC(C)C (diisopropyl ether). Reagents/catalysts: [Pd] (palladium-on-charcoal). The solvent is CN(C=O)C (N,N-dimethylformamide). Reaction conditions: time 4 hour. The product is NC1=C(C(=O)OC)C=C(C=C1)C(=O)C1=C(C(=C2C=CC(=CN12)O)OC)C (Methyl 2-amino-5-[(6-hydroxy-1-methoxy-2-methylindolizin-3-yl)carbonyl]benzoate). Isolated yield 84.4%. As a reaction SMILES: [NH2:1][C:2]1[CH:11]=[CH:10][C:9]([C:12]([C:14]2[N:22]3[C:17]([CH:18]=[CH:19][C:20]([O:23]CC4C=CC=CC=4)=[CH:21]3)=[C:16]([O:31][CH3:32])[C:15]=2[CH3:33])=[O:13])=[CH:8][C:3]=1[C:4]([O:6][CH3:7])=[O:5].C([O-])=O.[NH4+].C(OC(C)C)(C)C>CN(C)C=O.[Pd]>[NH2:1][C:2]1[CH:11]=[CH:10][C:9]([C:12]([C:14]2[N:22]3[C:17]([CH:18]=[CH:19][C:20]([OH:23])=[CH:21]3)=[C:16]([O:31][CH3:32])[C:15]=2[CH3:33])=[O:13])=[CH:8][C:3]=1[C:4]([O:6][CH3:7])=[O:5] |f:1.2|. Procedure: The mixture of 0.95 g (2.14 mmol) of methyl 2-amino-5-[(6-benzyloxy-1-methoxy-2-methylindolizin-3-yl)carbonyl]benzoate, 0.21 g (3.21 mmol) of ammonium formate and 0.19 g of palladium-on-charcoal at 10% in 12 ml of N,N-dimethylformamide is stirred for 4 hours at ambient temperature. It is then filtered and concentrated to dryness. The solid obtained is taken up with diisopropyl ether and then filtered, to give 0.64 g (85%) of a yellow powder. Reaction conditions: temperature -78 celsius, time 12 hour. RXN SMILES: [NH2:1][C@@H:2]([C:10]([OH:12])=[O:11])[CH2:3][C:4]1[CH:9]=[CH:8][CH:7]=[CH:6][CH:5]=1.C/C(/O[Si](C)(C)C)=N\[Si](C)(C)C.C(N(CC)C(C)C)(C)C.[CH2:34]([S:36](Cl)(=[O:38])=[O:37])[CH3:35]>C1COCC1>[CH2:34]([S:36]([NH:1][C@@H:2]([C:10]([OH:12])=[O:11])[CH2:3][C:4]1[CH:9]=[CH:8][CH:7]=[CH:6][CH:5]=1)(=[O:38])=[O:37])[CH3:35]. Reactants: C(C)S(=O)(=O)Cl (ethanesulfonyl chloride), N[C@H](CC1=CC=CC=C1)C(=O)O (D-phenylalanine), C(C)(C)N(C(C)C)CC (N,N-diisopropylethylamine), C/C(=N\[Si](C)(C)C)/O[Si](C)(C)C (N,O-bis(trimethylsilyl) acetamide). Reported procedure: To a stirring suspension of D-phenylalanine (50 g, 300 mmol) in THF (400 mL) was added N,O-bis(trimethylsilyl) acetamide (92 g, 450 mmol). After stirring for 12 h, the solution was cooled to −78° C. and N,N-diisopropylethylamine (58 mL, 330 mmol) was added. To this solution was slowly added ethanesulfonyl chloride (31 mL, 330 mmol) and the cold bath was removed. After stirring for 20 h, the solvents were removed in vacuo and the residue was partitioned between saturated aqueous NaHCO3 and ethyl ... The yield is 79.0%. The product is C(C)S(=O)(=O)N[C@H](CC1=CC=CC=C1)C(=O)O (EtSO2—D—Phe—OH). Run in C1CCOC1 (THF). The reactants are Cl[Ta](Cl)(Cl)(Cl)Cl (pentachlorotantalum), C(C)(C)O (isopropyl alcohol), resultant solution. The solvent is C1(=CC=CC=C1)C (toluene). Reaction conditions: temperature 45 celsius. Yields the product Cl[Ta](OC(C)C)(OC(C)C)(OC(C)C)Cl (dichlorotriisopropoxytantalum). Reaction SMILES: [Cl:1][Ta:2]([Cl:6])(Cl)(Cl)Cl.[CH:7]([OH:10])([CH3:9])[CH3:8]>C1(C)C=CC=CC=1>[Cl:1][Ta:2]([Cl:6])([O:10][CH:7]([CH3:9])[CH3:8])([O:10][CH:7]([CH3:9])[CH3:8])[O:10][CH:7]([CH3:9])[CH3:8]. Procedure details: 20.7 g of pentachlorotantalum was dispersed in 100 ml of toluene, to which 88.5 ml of isopropyl alcohol was added dropwise in a nitrogen gas atmosphere. The resultant solution was stirred at room temperature for 1.5 hours, and was then heated to 45° C. to remove the solvent therefrom by distillation. As a result, 24.8 g of dichlorotriisopropoxytantalum [TaCl2 (OCH(CH3)2)3 ] was obtained as a residue in the form of white solid. The reactants are CC1=CSC=2C1=NC=C(C2Cl)C(=O)OCC (Ethyl 3-methyl-7-chlorothieno[3,2-b)pyridine-6-carboxylate), C(C1=CC=CC=C1)N (benzylamine). Run in C(Cl)(Cl)Cl (chloroform). Conditions: time 30 minute. The product is CC1=CSC=2C1=NC=C(C2NCC2=CC=CC=C2)C(=O)OCC (Ethyl 3-methyl-7-benzylaminothieno[3,2-b]pyridine-6-carboxylate). RXN SMILES: [CH3:1][C:2]1[C:6]2=[N:7][CH:8]=[C:9]([C:12]([O:14][CH2:15][CH3:16])=[O:13])[C:10](Cl)=[C:5]2[S:4][CH:3]=1.[CH2:17]([NH2:24])[C:18]1[CH:23]=[CH:22][CH:21]=[CH:20][CH:19]=1>C(Cl)(Cl)Cl>[CH3:1][C:2]1[C:6]2=[N:7][CH:8]=[C:9]([C:12]([O:14][CH2:15][CH3:16])=[O:13])[C:10]([NH:24][CH2:17][C:18]3[CH:23]=[CH:22][CH:21]=[CH:20][CH:19]=3)=[C:5]2[S:4][CH:3]=1. Procedure: Ethyl 3-methyl-7-chlorothieno[3,2-b)pyridine-6-carboxylate (3.0 g, 0.0117 mol) and benzylamine (2.5 g, 0.0234 mol) were heated in an oil-bath with stirring for 30 minutes (oil-bath temperature to 220°). On cooling the residue was dissolved in chloroform, washed with dilute aqueous sodium hydroxide and the aqueous phase back-extracted with more chloroform. The combined chloroform extracts were washed with water, dried and evaporated to give an oil. This oil was purified by flash chromatography on... Reactants: BrC=1C=CC2=C(C1)C=1CN(CCC1O2)C(=O)OC(C)(C)C (tert-butyl 8-bromo-3,4-dihydrobenzofuro[3,2-c]pyridine-2(1H)-carboxylate), FC=1C=C(C=CC1)S(=O)[O-].[Na+] (sodium 3-fluorobenzenesulfinate), di-palladium tris(dibenzylideneacetone), C([O-])([O-])=O.[Cs+].[Cs+] (cesium carbonate), CC1(C2=C(C(=CC=C2)P(C3=CC=CC=C3)C4=CC=CC=C4)OC5=C(C=CC=C51)P(C6=CC=CC=C6)C7=CC=CC=C7)C (xantphos). The solvent is C1(=CC=CC=C1)C (toluene). Run at temperature 120 celsius. Yields the product FC=1C=C(C=CC1)S(=O)(=O)C=1C=CC2=C(C1)C=1CN(CCC1O2)C(=O)OC(C)(C)C (tert-butyl 8-(3-fluorophenylsulfonyl)-3,4-dihydrobenzofuro[3,2-c]pyridine-2(1H)-carboxylate). Isolated yield 36.8%. RXN SMILES: Br[C:2]1[CH:3]=[CH:4][C:5]2[O:14][C:13]3[CH2:12][CH2:11][N:10]([C:15]([O:17][C:18]([CH3:21])([CH3:20])[CH3:19])=[O:16])[CH2:9][C:8]=3[C:6]=2[CH:7]=1.[F:22][C:23]1[CH:24]=[C:25]([S:29]([O-:31])=[O:30])[CH:26]=[CH:27][CH:28]=1.[Na+].C(=O)([O-])[O-].[Cs+].[Cs+].CC1(C)C2C(=C(P(C3C=CC=CC=3)C3C=CC=CC=3)C=CC=2)OC2C(P(C3C=CC=CC=3)C3C=CC=CC=3)=CC=CC1=2>C1(C)C=CC=CC=1>[F:22][C:23]1[CH:24]=[C:25]([S:29]([C:2]2[CH:3]=[CH:4][C:5]3[O:14][C:13]4[CH2:12][CH2:11][N:10]([C:15]([O:17][C:18]([CH3:21])([CH3:20])[CH3:19])=[O:16])[CH2:9][C:8]=4[C:6]=3[CH:7]=2)(=[O:31])=[O:30])[CH:26]=[CH:27][CH:28]=1 |f:1.2,3.4.5|. Procedure: A mixture of product of step B (300 mg, 0.85 mmol), sodium 3-fluorobenzenesulfinate (186 mg, 1.02 mmol), di-palladium-tris(dibenzylideneacetone) (78 mg, 0.08 mmol), cesium carbonate (416 mg, 1.28 mmol) and xantphos (99 mg, 0.17 mmol) was suspended in anhydrous toluene (4.5 mL). The reaction flask was purged with argon, sealed and heated to 120° C. for 14 h. The reaction mixture was cooled to ambient temperature, diluted with dichloromethane and filtered through a celite bed. The filtrate was con...